From a dataset of the Open Reaction Database (ORD), a public repository of structured organic reaction records. describe an organic reaction: reactants, conditions, products, and yield Starting materials: Brc1ccc2[nH]c3ccc(Br)cc3c2c1, BrCc1ccccc1, C1CCOC1, [H-], [Na+], O. The product is Brc1ccc2c(c1)c1cc(Br)ccc1n2Cc1ccccc1. As a reaction SMILES: [Br:1][c:2]1[cH:3][cH:4][c:5]2[nH:6][c:7]3[cH:8][cH:9][c:10]([Br:15])[cH:11][c:12]3[c:13]2[cH:14]1.[CH2:18]([c:19]1[cH:20][cH:21][cH:22][cH:23][cH:24]1)[Br:25].[CH2:27]1[O:28][CH2:29][CH2:30][CH2:31]1.[H-:16].[Na+:17].[OH2:26]>>[Br:1][c:2]1[cH:3][cH:4][c:5]2[n:6]([CH2:18][c:19]3[cH:20][cH:21][cH:22][cH:23][cH:24]3)[c:7]3[cH:8][cH:9][c:10]([Br:15])[cH:11][c:12]3[c:13]2[cH:14]1. The product is C1(CC1)C1=C(C(=NO1)C1C(C1)C1=CC=CC=C1)CO ((5-cyclopropyl-3-(2-phenylcyclopropyl)isoxazol-4-yl)methanol). Conditions: temperature 0 celsius. Solvent: C1CCOC1 (THF), C1CCOC1 (THF). Reactants: C1(CC1)C1=C(C(=NO1)C1C(C1)C1=CC=CC=C1)C(=O)O (5-cyclopropyl-3-(2-phenylcyclopropyl)isoxazole-4-carboxylic acid), [H-].[Al+3].[Li+].[H-].[H-].[H-] (lithium aluminum hydride), solution, CO (methanol). Procedure details: (5-cyclopropyl-3-2-phenylcyclopropyl)isoxazol-4-yl)methanol (rac-I-6F). To a solution of 5-cyclopropyl-3-(2-phenylcyclopropyl)isoxazole-4-carboxylic acid rac-I-6E (0.49 g, 1.82 mmol) in THF and cooled to 0°C. lithium aluminum hydride (4.5 mL, of a 1M solution in THF) was added dropwise. After stirring fo(12 h at rt, the reaction mixture was cooled back to 0°C. and quenched by dropwise addition of H2O (0.5 mL), 15% NaOH (0.5 mL), H2O (1 mL) followed by Na2SO4 and filtered through CELITE® under va... Reaction SMILES: CO.[CH:3]1([C:6]2[O:10][N:9]=[C:8]([CH:11]3[CH2:13][CH:12]3[C:14]3[CH:19]=[CH:18][CH:17]=[CH:16][CH:15]=3)[C:7]=2[C:20](O)=[O:21])[CH2:5][CH2:4]1.[H-].[Al+3].[Li+].[H-].[H-].[H-]>C1COCC1>[CH:3]1([C:6]2[O:10][N:9]=[C:8]([CH:11]3[CH2:13][CH:12]3[C:14]3[CH:15]=[CH:16][CH:17]=[CH:18][CH:19]=3)[C:7]=2[CH2:20][OH:21])[CH2:5][CH2:4]1 |f:2.3.4.5.6.7|. The reactants are C=CCc1cc(-c2ccc(F)cc2)cc(C(=O)O)c1O, [K+], [OH-], O. The product is CC=Cc1cc(-c2ccc(F)cc2)cc(C(=O)O)c1O. Reaction SMILES: [CH2:1]([CH:2]=[CH2:3])[c:4]1[c:5]([OH:20])[c:6]([C:7](=[O:8])[OH:9])[cH:10][c:11](-[c:13]2[cH:14][cH:15][c:16]([F:19])[cH:17][cH:18]2)[cH:12]1.[K+:22].[OH-:21].[OH2:23]>>[CH:1](=[CH:2][CH3:3])[c:4]1[c:5]([OH:20])[c:6]([C:7](=[O:8])[OH:9])[cH:10][c:11](-[c:13]2[cH:14][cH:15][c:16]([F:19])[cH:17][cH:18]2)[cH:12]1. Starting materials: C1COCCO1, COC(=O)c1cc(-c2cc3ccccc3s2)c2[nH]ncc2c1, [Li+], [OH-], O, O. The product is O=C(O)c1cc(-c2cc3ccccc3s2)c2[nH]ncc2c1. RXN SMILES: [CH2:26]1[O:27][CH2:28][CH2:29][O:30][CH2:31]1.[CH3:4][O:5][C:6](=[O:7])[c:8]1[cH:9][c:10]2[cH:11][n:12][nH:13][c:14]2[c:15](-[c:17]2[cH:18][c:19]3[c:20]([s:21]2)[cH:22][cH:23][cH:24][cH:25]3)[cH:16]1.[Li+:3].[OH-:2].[OH2:1].[OH2:32]>>[O:5]=[C:6]([OH:7])[c:8]1[cH:9][c:10]2[cH:11][n:12][nH:13][c:14]2[c:15](-[c:17]2[cH:18][c:19]3[c:20]([s:21]2)[cH:22][cH:23][cH:24][cH:25]3)[cH:16]1. The reactants are ClC(Cl)(Cl)Cl, Cc1cc(Cl)n(C)n1, O=C1CCC(=O)N1Br. The product is Cc1nn(C)c(Cl)c1Br. As a reaction SMILES: [C:17]([Cl:18])([Cl:19])([Cl:20])[Cl:21].[Cl:1][c:2]1[cH:3][c:4]([CH3:8])[n:5][n:6]1[CH3:7].[O:9]=[C:10]1[N:11]([Br:16])[C:12](=[O:13])[CH2:14][CH2:15]1>>[Cl:1][c:2]1[c:3]([Br:16])[c:4]([CH3:8])[n:5][n:6]1[CH3:7]. Reactants: Clc1nc(Cl)nc(Nc2cc(C3CC3)n[nH]2)n1, CC1(C(=O)Nc2ccc(F)nc2)CCCN1c1nc(Cl)nc(Nc2cc(C3CC3)n[nH]2)n1, O=C(Nc1cnccn1)C1CC2CC2N1. Yields the product O=C(Nc1cnccn1)C1CC2CC2N1c1nc(Cl)nc(Nc2cc(C3CC3)n[nH]2)n1. As a reaction SMILES: [Cl:1][c:2]1[n:3][c:4]([NH:9][c:10]2[cH:11][c:12]([CH:15]3[CH2:16][CH2:17]3)[n:13][nH:14]2)[n:5][c:6]([Cl:8])[n:7]1.[Cl:33][c:34]1[n:35][c:36]([NH:37][c:38]2[nH:39][n:40][c:41]([CH:42]3[CH2:43][CH2:44]3)[cH:45]2)[n:46][c:47]([N:48]2[CH2:49][CH2:50][CH2:51][C:52]2([CH3:53])[C:54]([NH:55][c:56]2[cH:57][n:58][c:59]([F:60])[cH:61][cH:62]2)=[O:63])[n:64]1.[n:18]1[c:19]([NH:24][C:25](=[O:26])[CH:27]2[NH:28][CH:29]3[CH2:30][CH:31]3[CH2:32]2)[cH:20][n:21][cH:22][cH:23]1>>[c:2]1([N:28]2[CH:27]([C:25]([NH:24][c:19]3[n:18][cH:23][cH:22][n:21][cH:20]3)=[O:26])[CH2:32][CH:31]3[CH:29]2[CH2:30]3)[n:3][c:4]([NH:9][c:10]2[cH:11][c:12]([CH:15]3[CH2:16][CH2:17]3)[n:13][nH:14]2)[n:5][c:6]([Cl:8])[n:7]1. Starting materials: [Li]C(C)(C)C, CC(C)(C)OC(=O)Nc1cccnc1, C1CCOC1, O=C=Nc1ccc(Cl)cc1. Yields the product CC(C)(C)OC(=O)Nc1cnccc1C(=O)Nc1ccc(Cl)cc1. As a reaction SMILES: [C:15]([Li:16])([CH3:17])([CH3:18])[CH3:19].[C:1]([CH3:2])([CH3:3])([CH3:4])[O:5][C:6](=[O:7])[NH:8][c:9]1[cH:10][n:11][cH:12][cH:13][cH:14]1.[CH2:30]1[O:31][CH2:32][CH2:33][CH2:34]1.[Cl:20][c:21]1[cH:22][cH:23][c:24]([N:27]=[C:28]=[O:29])[cH:25][cH:26]1>>[C:1]([CH3:2])([CH3:3])([CH3:4])[O:5][C:6](=[O:7])[NH:8][c:9]1[cH:10][n:11][cH:12][cH:13][c:14]1[C:28]([NH:27][c:24]1[cH:23][cH:22][c:21]([Cl:20])[cH:26][cH:25]1)=[O:29]. The reactants are FC1=C(NC=2C(=CN(C(C2)=O)C)C(=O)O)C=CC(=C1)C (4-(2-Fluoro-4-methylanilino)-1-methyl-6-oxo-1,6-dihydro-3-pyridinecarboxylic acid), FC(C(=O)OC1=C(C(=C(C(=C1F)F)F)F)F)(F)F (pentafluorophenyl trifluoroacetate), N1=CC=CC=C1 (pyridine). Run in C1CCOC1 (THF). The product is FC1=C(NC=2C(=CN(C(C2)=O)C)C(=O)OC2=C(C(=C(C(=C2F)F)F)F)F)C=CC(=C1)C (2,3,4,5,6-pentafluorophenyl 4-(2-fluoro-4-methylanilino)-1-methyl-6-oxo-1,6-dihydro-3-pyridinecarboxylate). Yield: 90.0%. Reaction SMILES: [F:1][C:2]1[CH:19]=[C:18]([CH3:20])[CH:17]=[CH:16][C:3]=1[NH:4][C:5]1[C:6]([C:13]([OH:15])=[O:14])=[CH:7][N:8]([CH3:12])[C:9](=[O:11])[CH:10]=1.FC(F)(F)C(O[C:26]1[C:31]([F:32])=[C:30]([F:33])[C:29]([F:34])=[C:28]([F:35])[C:27]=1[F:36])=O.N1C=CC=CC=1>C1COCC1>[F:1][C:2]1[CH:19]=[C:18]([CH3:20])[CH:17]=[CH:16][C:3]=1[NH:4][C:5]1[C:6]([C:13]([O:15][C:26]2[C:27]([F:36])=[C:28]([F:35])[C:29]([F:34])=[C:30]([F:33])[C:31]=2[F:32])=[O:14])=[CH:7][N:8]([CH3:12])[C:9](=[O:11])[CH:10]=1. Procedure: 4-(2-Fluoro-4-methylanilino)-1-methyl-6-oxo-1,6-dihydro-3-pyridinecarboxylic acid and pentafluorophenyl trifluoroacetate were reacted in the presence of pyridine in THF as for example 4, step A. The crude residue was purified by flash chromatography on silica gel (60% EtOAc/Hexane) to give 2,3,4,5,6-pentafluorophenyl 4-(2-fluoro-4-methylanilino)-1-methyl-6-oxo-1,6-dihydro-3-pyridinecarboxylate (90%). 1H NMR [400 MHz, (CD3)2SO] δ 9.02 (s, 1H), 8.60 (s, 1H), 7.33 (t, J=8.3 Hz, 1H), 7.20 (dd, J=11.... The reactants are [N+](=O)([O-])C1=C2C=CNC2=CC=C1 (4-nitroindole), [Cl-].ClC1=C(C=[N+](C)C)C(=CC=C1)F ((2-chloro-6-fluoro-benzylidene)-dimethyl-ammonium chloride), ClC1=C(C=O)C(=CC=C1)F (2-chloro-6-fluoro-benzaldehyde), CNC (dimethylamine). Product: ClC1=C(C(=CC=C1)F)C(C1=CNC2=CC=CC(=C12)[N+](=O)[O-])N(C)C ([(2-Chloro-6-fluoro-phenyl)-(4-nitro-1H-indol-3-yl)-methyl]-dimethyl-amine). Reaction SMILES: [N+:1]([C:4]1[CH:12]=[CH:11][CH:10]=[C:9]2[C:5]=1[CH:6]=[CH:7][NH:8]2)([O-:3])=[O:2].[Cl-].[Cl:14][C:15]1[CH:24]=[CH:23][CH:22]=[C:21]([F:25])[C:16]=1[CH:17]=[N+:18]([CH3:20])[CH3:19].ClC1C=CC=C(F)C=1C=O.CNC>>[Cl:14][C:15]1[CH:24]=[CH:23][CH:22]=[C:21]([F:25])[C:16]=1[CH:17]([N:18]([CH3:20])[CH3:19])[C:6]1[C:5]2[C:9](=[CH:10][CH:11]=[CH:12][C:4]=2[N+:1]([O-:3])=[O:2])[NH:8][CH:7]=1 |f:1.2|. Procedure: The preparation was carried out in accordance with general synthesis instructions 4 from 4-nitroindole and (2-chloro-6-fluoro-benzylidene)-dimethyl-ammonium chloride, which had been prepared in accordance with example 24 from 2-chloro-6-fluoro-benzaldehyde and dimethylamine. Starting materials: O=C([O-])[O-], CC(=O)N1CCN(CCSc2ccnc(CSc3nc4ccccc4[nH]3)c2C)CC1, Cl, [K+], [K+]. Product: Cc1c(SCCN2CCNCC2)ccnc1CSc1nc2ccccc2[nH]1. As a reaction SMILES: [C:31](=[O:32])([O-:33])[O-:34].[CH3:1][c:2]1[c:3]([CH2:20][S:21][c:22]2[n:23][c:24]3[c:25]([nH:26]2)[cH:27][cH:28][cH:29][cH:30]3)[n:4][cH:5][cH:6][c:7]1[S:8][CH2:9][CH2:10][N:11]1[CH2:12][CH2:13][N:14]([C:17](=[O:18])[CH3:19])[CH2:15][CH2:16]1.[ClH:37].[K+:35].[K+:36]>>[CH3:1][c:2]1[c:3]([CH2:20][S:21][c:22]2[nH:23][c:24]3[c:25]([n:26]2)[cH:27][cH:28][cH:29][cH:30]3)[n:4][cH:5][cH:6][c:7]1[S:8][CH2:9][CH2:10][N:11]1[CH2:12][CH2:13][NH:14][CH2:15][CH2:16]1.